The task is: describe an organic reaction: reactants, conditions, products, and yield. This data is from the Open Reaction Database (ORD), a public repository of structured organic reaction records. Starting materials: FC1=CC=C(C=C1)C1=NN(C2=NC=CC=C21)C2=CC(=CC=C2)O (3-(4-fluorophenyl)-1-(3-hydroxyphenyl)-1H-pyrazolo[3,4-b]pyridine), CN(C=O)C (dimethylformamide), BrCC(=O)[O-] (bromoacetate), C([O-])([O-])=O.[K+].[K+] (potassium carbonate). Reaction conditions: temperature 65 celsius, time 4 hour. The product is FC1=CC=C(C=C1)C1=NN(C2=NC=CC=C21)C=2C=C(OCC(=O)OCC)C=CC2 (ethyl 3-[3-(4-fluorophenyl)-1H-pyrazolo[3,4-b]pyridin-1-yl]phenoxyacetate). Reaction SMILES: [F:1][C:2]1[CH:7]=[CH:6][C:5]([C:8]2[C:16]3[C:11](=[N:12][CH:13]=[CH:14][CH:15]=3)[N:10]([C:17]3[CH:22]=[CH:21][CH:20]=[C:19]([OH:23])[CH:18]=3)[N:9]=2)=[CH:4][CH:3]=1.Br[CH2:25][C:26]([O-])=O.[C:29](=[O:32])([O-])[O-:30].[K+].[K+].[CH3:35]N(C)C=O>>[F:1][C:2]1[CH:7]=[CH:6][C:5]([C:8]2[C:16]3[C:11](=[N:12][CH:13]=[CH:14][CH:15]=3)[N:10]([C:17]3[CH:18]=[C:19]([CH:20]=[CH:21][CH:22]=3)[O:23][CH2:35][C:29]([O:30][CH2:25][CH3:26])=[O:32])[N:9]=2)=[CH:4][CH:3]=1 |f:2.3.4|. Procedure: In 200 ml of dimethylformamide were suspended 20 g of 3-(4-fluorophenyl)-1-(3-hydroxyphenyl)-1H-pyrazolo[3,4-b]pyridine, 21.9 g of bromoacetate and 18.1 g of potassium carbonate. The mixture was stirred at 65° C. for 4 hours. The reaction mixture was concentrated under reduced pressure. The residue was extracted with ethyl acetate-water. The organic layer was concentrated. Hexane was added to the residue for crystallization. The obtained crude crystals were recrystallized from isopropyl ether to... Starting materials: Cl (HCl), [N+](=O)([O-])C=1C=C2C(NC(C2=CC1)=O)=O (5-nitro-isoindole-1,3-dione), C1(CCCCC1)S (cyclohexanethiol), C([O-])([O-])=O.[K+].[K+] (potassium carbonate). The solvent is CC(=O)C (acetone), O (water). Product: C1(CCCCC1)SC=1C=C2C(NC(C2=CC1)=O)=O (5-cyclohexylsulfanyl-isoindole-1,3-dione). Yield: 114.7%. Reaction SMILES: [N+]([C:4]1[CH:5]=[C:6]2[C:10](=[CH:11][CH:12]=1)[C:9](=[O:13])[NH:8][C:7]2=[O:14])([O-])=O.[CH:15]1([SH:21])[CH2:20][CH2:19][CH2:18][CH2:17][CH2:16]1.C(=O)([O-])[O-].[K+].[K+].Cl>CC(C)=O.O>[CH:15]1([S:21][C:4]2[CH:5]=[C:6]3[C:10](=[CH:11][CH:12]=2)[C:9](=[O:13])[NH:8][C:7]3=[O:14])[CH2:20][CH2:19][CH2:18][CH2:17][CH2:16]1 |f:2.3.4|. Procedure details: A mixture of 5-nitro-isoindole-1,3-dione (10.0 g), cyclohexanethiol (9.1 g) and potassium carbonate (18.7 g) in acetone (260 ml) was heated to reflux overnight. After cooling, the mixture was diluted with water (250 ml) and then acidified by 6 N HCl to pH=4. Precipitate was collected and dried in vacuo to give the intermediate 5-cyclohexylsulfanyl-isoindole-1,3-dione (15.6 g). This intermediate was dissolved in acetone (170 ml) and to the mixture was added bromo ethylacetate (10.6 g) and potassi... Reactants: NC1=C(C=C(C=C1)S(=O)(=O)N(C=1SC=CN1)CC1=CC=C(C=C1)OC)O (4-amino-3-hydroxy-N-(4-methoxybenzyl)-N-(thiazol-2-yl)benzenesulfonamide), C([O-])([O-])=O.[Cs+].[Cs+] (cesium carbonate), BrC1=C(C=C(C#N)C=C1)OC (4-bromo-3-methoxybenzonitrile). The reagents and catalysts are [Cu]I (copper(i) iodide). Run at temperature 110 celsius. Product: C(#N)C1=CC(=C(C=C1)NC1=C(C=C(C=C1)S(=O)(=O)N(C=1SC=CN1)CC1=CC=C(C=C1)OC)O)OC (4-((4-cyano-2-methoxyphenyl)amino)-3-hydroxy-N-(4-methoxybenzyl)-N-(thiazol-2-yl)benzenesulfonamide). As a reaction SMILES: [NH2:1][C:2]1[CH:7]=[CH:6][C:5]([S:8]([N:11]([CH2:17][C:18]2[CH:23]=[CH:22][C:21]([O:24][CH3:25])=[CH:20][CH:19]=2)[C:12]2[S:13][CH:14]=[CH:15][N:16]=2)(=[O:10])=[O:9])=[CH:4][C:3]=1[OH:26].C(=O)([O-])[O-].[Cs+].[Cs+].Br[C:34]1[CH:41]=[CH:40][C:37]([C:38]#[N:39])=[CH:36][C:35]=1[O:42][CH3:43]>[Cu]I>[C:38]([C:37]1[CH:40]=[CH:41][C:34]([NH:1][C:2]2[CH:7]=[CH:6][C:5]([S:8]([N:11]([CH2:17][C:18]3[CH:23]=[CH:22][C:21]([O:24][CH3:25])=[CH:20][CH:19]=3)[C:12]3[S:13][CH:14]=[CH:15][N:16]=3)(=[O:9])=[O:10])=[CH:4][C:3]=2[OH:26])=[C:35]([O:42][CH3:43])[CH:36]=1)#[N:39] |f:1.2.3|. Procedure details: A microwave vial was charged with 4-amino-3-hydroxy-N-(4-methoxybenzyl)-N-(thiazol-2-yl)benzenesulfonamide (0.185 g, 0.472 mmol) (INTERMEDIate AD), cesium carbonate (0.384 g, 1.179 mmol), 4-bromo-3-methoxybenzonitrile (0.05 g, 0.236 mmol, Combi Blocks) and copper(i) iodide (0.011 g, 0.059 mmol). The vial was sealed and flushed with argon, and wrapped with aluminum foil to exclude light, then DMF (0.5 mL) was added. The reaction was heated to 110° C. for 2 hr to give intermediate 4-((4-cyano-2-me... The reactants are CO, [Cl-], Cn1c(=O)n(C)c2cc(C(=O)CCCCN(CCc3ccccc3Cl)C(=O)OC(C)(C)C)ccc21, [NH4+]. Yields the product Cn1c(=O)n(C)c2cc(C(O)CCCCN(CCc3ccccc3Cl)C(=O)OC(C)(C)C)ccc21. RXN SMILES: [CH3:38][OH:39].[Cl-:36].[Cl:1][c:2]1[c:3]([CH2:8][CH2:9][N:10]([C:11]([O:12][C:13]([CH3:14])([CH3:15])[CH3:16])=[O:17])[CH2:18][CH2:19][CH2:20][CH2:21][C:22](=[O:23])[c:24]2[cH:25][c:26]3[c:27]([n:28]([CH3:33])[c:29](=[O:32])[n:30]3[CH3:31])[cH:34][cH:35]2)[cH:4][cH:5][cH:6][cH:7]1.[NH4+:37]>>[Cl:1][c:2]1[c:3]([CH2:8][CH2:9][N:10]([C:11]([O:12][C:13]([CH3:14])([CH3:15])[CH3:16])=[O:17])[CH2:18][CH2:19][CH2:20][CH2:21][CH:22]([OH:23])[c:24]2[cH:25][c:26]3[c:27]([n:28]([CH3:33])[c:29](=[O:32])[n:30]3[CH3:31])[cH:34][cH:35]2)[cH:4][cH:5][cH:6][cH:7]1. The reactants are Cc1nc(O)cc2ccsc12, CC(=O)OC(C)=O, [Na+], O=C([O-])O, O, O=S(=O)(O)O. The product is CC(=O)Oc1cc2ccsc2c(C)n1. As a reaction SMILES: [CH3:1][c:2]1[n:3][c:4]([OH:11])[cH:5][c:6]2[c:7]1[s:8][cH:9][cH:10]2.[CH3:23][C:24](=[O:25])[O:26][C:27](=[O:28])[CH3:29].[Na+:22].[O-:18][C:19]([OH:20])=[O:21].[OH2:17].[S:12](=[O:13])(=[O:14])([OH:15])[OH:16]>>[CH3:1][c:2]1[n:3][c:4]([O:11][C:24]([CH3:23])=[O:25])[cH:5][c:6]2[c:7]1[s:8][cH:9][cH:10]2. Starting materials: OCCN1CCOCC1 (N-(2-hydroxyethyl)morpholine), initial precipitate, C(=S)=S (carbon disulfide), O1CCCC1 (tetrahydrofuran), [H-].[Na+] (sodium hydride). Conditions: time 30 minute. Yields the product O(C(=S)[S-])CCN1CCOCC1.[Na+] (Sodium 2-(Morpholino)ethyl Xanthate). As a reaction SMILES: [OH:1][CH2:2][CH2:3][N:4]1[CH2:9][CH2:8][O:7][CH2:6][CH2:5]1.O1CCCC1.[H-].[Na+:16].[C:17](=[S:19])=[S:18]>>[O:1]([CH2:2][CH2:3][N:4]1[CH2:9][CH2:8][O:7][CH2:6][CH2:5]1)[C:17]([S-:19])=[S:18].[Na+:16] |f:2.3,5.6|. Reported procedure: To a stirred solution of 4.91 g. of N-(2-hydroxyethyl)morpholine in 250 ml. of anhydrous tetrahydrofuran at room temperature was added 1.79 g. of a 50% dispersion of sodium hydride in mineral oil. A precipitate formed. The mixture was stirred for 30 minutes, and then 2.75 ml. of carbon disulfide was added, causing the initial precipitate to dissolve. The reaction mixture was stirred for 30 minutes during which time a further precipitate formed. To the mixture was added 200 ml. of anhydrous ether... Starting materials: ClN1C(CCC1=O)=O (N-Chlorosuccinimide), [Si](C1=CC=CC=C1)(C1=CC=CC=C1)(C(C)(C)C)OCCCCN1C(=CC2=CC=CC=C12)C=1C=NC=CC1 (1-[4-(tert-butyldiphenylsilyloxy)butyl]-2-(3-pyridyl)indole). Solvent: C(C)O (ethanol), O (water), O (water). Product: [Si](C1=CC=CC=C1)(C1=CC=CC=C1)(C(C)(C)C)OCCCCN1C(=C(C2=CC=CC=C12)Cl)C=1C=NC=CC1 (1-[4-(tert-butyldiphenylsilyloxy)butyl]-3-chloro-2-(3-pyridyl)indole). Isolated yield 60.9%. Reaction SMILES: [Cl:1]N1C(=O)CCC1=O.[Si:9]([O:26][CH2:27][CH2:28][CH2:29][CH2:30][N:31]1[C:39]2[C:34](=[CH:35][CH:36]=[CH:37][CH:38]=2)[CH:33]=[C:32]1[C:40]1[CH:41]=[N:42][CH:43]=[CH:44][CH:45]=1)([C:22]([CH3:25])([CH3:24])[CH3:23])([C:16]1[CH:21]=[CH:20][CH:19]=[CH:18][CH:17]=1)[C:10]1[CH:15]=[CH:14][CH:13]=[CH:12][CH:11]=1>C(O)C.O>[Si:9]([O:26][CH2:27][CH2:28][CH2:29][CH2:30][N:31]1[C:39]2[C:34](=[CH:35][CH:36]=[CH:37][CH:38]=2)[C:33]([Cl:1])=[C:32]1[C:40]1[CH:41]=[N:42][CH:43]=[CH:44][CH:45]=1)([C:22]([CH3:24])([CH3:25])[CH3:23])([C:10]1[CH:11]=[CH:12][CH:13]=[CH:14][CH:15]=1)[C:16]1[CH:21]=[CH:20][CH:19]=[CH:18][CH:17]=1. Procedure: N-Chlorosuccinimide (504 mg) was dissolved in an ethanol (9 ml) and water (1 ml) mixture of the 1-[4-(tert-butyldiphenylsilyloxy)butyl]-2-(3-pyridyl)indole (1.99 g) obtained in the same way as in Example 2(1), and the mixture was reacted at room temperature for 4.5 hours. After the reaction, water was added and the mixture was extracted with ethyl acetate, and the organic phase was washed with brine, then dried over magnesium sulfate, then the solvent was evaporated in vacuo and the residue was ...